Dataset: the Open Reaction Database (ORD), a public repository of structured organic reaction records. Task: describe an organic reaction: reactants, conditions, products, and yield Reactants: O=C1CCC2(F)C3Cc4ccc(O)c5c4C2(CCN3CC2CCC2)C1O5, C1CCOC1. Product: Oc1ccc2c3c1OC1C(O)CCC4(F)C(C2)N(CC2CCC2)CCC314. RXN SMILES: [CH:1]1([CH2:5][N:6]2[CH:7]3[C:8]4([F:26])[CH2:9][CH2:10][C:11](=[O:25])[CH:12]5[C:13]4([c:14]4[c:15]([c:16]([OH:21])[cH:17][cH:18][c:19]4[CH2:20]3)[O:22]5)[CH2:23][CH2:24]2)[CH2:2][CH2:3][CH2:4]1.[O:27]1[CH2:28][CH2:29][CH2:30][CH2:31]1>>[CH:1]1([CH2:5][N:6]2[CH:7]3[C:8]4([F:26])[CH2:9][CH2:10][CH:11]([OH:25])[CH:12]5[C:13]4([c:14]4[c:15]([c:16]([OH:21])[cH:17][cH:18][c:19]4[CH2:20]3)[O:22]5)[CH2:23][CH2:24]2)[CH2:2][CH2:3][CH2:4]1. Starting materials: CO, N#Cc1ccc(C(F)(F)F)cc1. The product is Cc1ccc(C(F)(F)F)cc1. Reaction SMILES: [CH3:13][OH:14].[F:1][C:2]([c:3]1[cH:4][cH:5][c:6]([C:7]#[N:8])[cH:9][cH:10]1)([F:11])[F:12]>>[F:1][C:2]([c:3]1[cH:4][cH:5][c:6]([CH3:7])[cH:9][cH:10]1)([F:11])[F:12]. Reactants: NC1=C(C(=CC=C1)Br)NC(C)=O (N-(2-Amino-6-bromophenyl)acetamide), C(=O)(Cl)Cl (phosgene). The solvent is C(C)#N (acetonitrile). Run at time 10 minute. The product is C(C)(=O)N1C(NC2=C1C(=CC=C2)Br)=O (1-Acetyl-7-bromo-1,3-dihydro-2H-benzimidazol-2-one). RXN SMILES: [NH2:1][C:2]1[CH:7]=[CH:6][CH:5]=[C:4]([Br:8])[C:3]=1[NH:9][C:10](=[O:12])[CH3:11].[C:13](Cl)(Cl)=[O:14]>C(#N)C>[C:10]([N:9]1[C:3]2[C:4]([Br:8])=[CH:5][CH:6]=[CH:7][C:2]=2[NH:1][C:13]1=[O:14])(=[O:12])[CH3:11]. Procedure details: To a solution of N-(2-amino-6-bromophenyl)acetamide from Step A (3.5 g, 15.28 mmol) in acetonitrile (100 mL) was added phosgene (1.9 M in toluene, 8 mL, 15.2 mmol). After 10 min, the mixture was concentrated, redissolved in water, and the solid was collected by filtration, washed with H2O and dried in vacuo to give the title compound. MS: m/z=256 (M+1). Starting materials: C1(=C(C(=C(C(=C1F)F)F)N)F)N.Cl.Cl (dihydrochloride), N1(CCCC1)S(=O)(=O)C=1C=C(C=CC1)C1=CC=C2C=NC(=NN21)O (7-[3-(pyrrolidine-1-sulfonyl)-phenyl]-pyrrolo[2,1-f][1,2,4]triazin-2-ol), NC=1C=CC2=C(NC(=N2)CO)C1 ((6-amino-1H-benzoimidazol-2-yl)-methanol). The product is N1(CCCC1)S(=O)(=O)C=1C=C(C=CC1)C1=CC=C2C=NC(=NN21)NC=2C=CC1=C(NC(=N1)CO)C2 ((6-{7-[3-(Pyrrolidine-1-sulfonyl)-phenyl]-pyrrolo[2,1-f][1,2,4]triazin-2-ylamino}-1H-benzoimidazol-2-yl)-methanol), foam. Isolated yield 40.0%. As a reaction SMILES: [N:1]1([S:6]([C:9]2[CH:10]=[C:11]([C:15]3[N:23]4[C:18]([CH:19]=[N:20][C:21](O)=[N:22]4)=[CH:17][CH:16]=3)[CH:12]=[CH:13][CH:14]=2)(=[O:8])=[O:7])[CH2:5][CH2:4][CH2:3][CH2:2]1.[NH2:25][C:26]1[CH:27]=[CH:28][C:29]2[N:33]=[C:32]([CH2:34][OH:35])[NH:31][C:30]=2[CH:36]=1.C1(N)C(F)=C(F)C(F)=C(N)C=1F.Cl.Cl>>[N:1]1([S:6]([C:9]2[CH:10]=[C:11]([C:15]3[N:23]4[C:18]([CH:19]=[N:20][C:21]([NH:25][C:26]5[CH:27]=[CH:28][C:29]6[N:33]=[C:32]([CH2:34][OH:35])[NH:31][C:30]=6[CH:36]=5)=[N:22]4)=[CH:17][CH:16]=3)[CH:12]=[CH:13][CH:14]=2)(=[O:7])=[O:8])[CH2:2][CH2:3][CH2:4][CH2:5]1 |f:2.3.4|. Procedure: (6-{7-[3-(Pyrrolidine-1-sulfonyl)-phenyl]-pyrrolo[2,1-f][1,2,4]triazin-2-ylamino}-1H-benzoimidazol-2-yl)-methanol was prepared from 7-[3-(pyrrolidine-1-sulfonyl)-phenyl]-pyrrolo[2,1-f][1,2,4]triazin-2-ol and (6-amino-1H-benzoimidazol-2-yl)-methanol; dihydrochloride in an analogous manner to Example 1052a. Product isolated as a yellow foam (57 mg, 40%). LCMS (m/e) 490 (M+H); 1H-NMR (d6-DMSO, 400 MHz) δ 12.23-12.01 (m, 1H), 9.47-9.35 (m, 1H), 9.05-8.99 (m, 1H), 8.77-8.61 (m, 1H), 8.35-8.26 (m, 1H)... Starting materials: C(C)OC(=O)Cl (Ethylchloroformate), ClC=1C=C(OC=2C(=NN(C2CC)CC(NO)=N)CC)C=C(C1)Cl (2-[4-(3,5-Dichlorophenoxy)-3,5-diethyl-1H-pyrazol-1-yl]-N-hydroxyethanimidamide). Run in N1=CC=CC=C1 (pyridine), O1CCCC1 (tetrahydrofuran), [OH-].[Na+] (sodium hydroxide), Cl (hydrochloric acid). Conditions: time 10 minute. Yields the product ClC=1C=C(OC=2C(=NN(C2CC)CC2=NOC(=N2)O)CC)C=C(C1)Cl (3-{[4-(3,5-Dichlorophenoxy)-3,5-diethyl-1H-pyrazol-1-yl]methyl}-1,2,4-oxadiazol-5-ol). Yield: 21.2%. RXN SMILES: [CH2:1]([O:3]C(Cl)=O)C.[Cl:7][C:8]1[CH:9]=[C:10]([CH:26]=[C:27]([Cl:29])[CH:28]=1)[O:11][C:12]1[C:13]([CH2:24][CH3:25])=[N:14][N:15]([CH2:19][C:20](=[NH:23])[NH:21][OH:22])[C:16]=1[CH2:17][CH3:18]>N1C=CC=CC=1.O1CCCC1.[OH-].[Na+].Cl>[Cl:7][C:8]1[CH:9]=[C:10]([CH:26]=[C:27]([Cl:29])[CH:28]=1)[O:11][C:12]1[C:13]([CH2:24][CH3:25])=[N:14][N:15]([CH2:19][C:20]2[N:23]=[C:1]([OH:3])[O:22][N:21]=2)[C:16]=1[CH2:17][CH3:18] |f:4.5|. Reported procedure: Ethylchloroformate (0.30 ml, 3.08 mmol) was added to a stirred solution of the amidoxime of Example 8 (500 mg, 1.39 mmol) in pyridine (8 ml) at 0° C. under nitrogen and the resulting solution was stirred for 10 minutes. The mixture was concentrated under reduced pressure and the residue was dissolved in a mixture of water (4 ml), tetrahydrofuran (4 ml) and 1M aqueous sodium hydroxide solution (2 ml). The mixture was heated under reflux for 1 hour, cooled to room temperature and stirred for a fur...